This data is from the Open Reaction Database (ORD), a public repository of structured organic reaction records. The task is: describe an organic reaction: reactants, conditions, products, and yield As a reaction SMILES: [CH2:1]([O:3][C:4](=[O:39])[CH2:5][C:6]1[CH:7]=[C:8]([C:14]2[CH:19]=[CH:18][C:17]([C:20]([F:23])([F:22])[F:21])=[CH:16][C:15]=2[CH2:24][N:25]([CH2:37][CH3:38])[C:26](=[N:34][C:35]#[N:36])OC2C=CC=CC=2)[C:9]([O:12][CH3:13])=[CH:10][CH:11]=1)[CH3:2].[CH2:40]([NH2:43])[CH2:41][CH3:42]>>[CH2:1]([O:3][C:4](=[O:39])[CH2:5][C:6]1[CH:7]=[C:8]([C:14]2[CH:19]=[CH:18][C:17]([C:20]([F:22])([F:21])[F:23])=[CH:16][C:15]=2[CH2:24][N:25]([CH2:37][CH3:38])[C:26]([NH:43][CH2:40][CH2:41][CH3:42])=[N:34][C:35]#[N:36])[C:9]([O:12][CH3:13])=[CH:10][CH:11]=1)[CH3:2]. The product is C(C)OC(CC=1C=C(C(=CC1)OC)C1=C(C=C(C=C1)C(F)(F)F)CN(C(=NC#N)NCCC)CC)=O ([2′-(N′-Cyano-N-ethyl-N″-propyl-guanidinomethyl)-6-methoxy-4′-trifluoromethyl-biphenyl-3-yl]-acetic acid ethyl ester). Reported procedure: Prepared according to the procedure described in Example 33, Step 6, using the following starting materials: [2′-(3-cyano-1-ethyl-2-phenyl-isoureidomethyl)-6-methoxy-4′-trifluoromethyl-biphenyl-3-yl]-acetic acid ethyl ester and propylamine. The reactants are C(C)OC(CC=1C=C(C(=CC1)OC)C1=C(C=C(C=C1)C(F)(F)F)CN(C(OC1=CC=CC=C1)=NC#N)CC)=O ([2′-(3-cyano-1-ethyl-2-phenyl-isoureidomethyl)-6-methoxy-4′-trifluoromethyl-biphenyl-3-yl]-acetic acid ethyl ester), C(CC)N (propylamine). Starting materials: O (H2O), BrC(C)C=1C=C2C=CC=NC2=CC1 (6-(1-bromoethyl)-quinoline), ClC=1C=C2C(=CC(OC2=CC1)=O)NC1CCNCC1 (6-chloro-4-(piperidin-4-ylamino)-chromen-2-one), C(=O)([O-])[O-].[K+].[K+] (K2CO3). Solvent: CN(C)C=O (DMF). Reaction conditions: time 12 hour. Yields the product ClC=1C=C2C(=CC(OC2=CC1)=O)NC1CCN(CC1)C(C)C=1C=C2C=CC=NC2=CC1 (6-Chloro-4-[1-(1-quinolin-6-yl-ethyl)-piperidin-4-ylamino]-chromen-2-one). Yield: 96.6%. As a reaction SMILES: Br[CH:2]([C:4]1[CH:5]=[C:6]2[C:11](=[CH:12][CH:13]=1)[N:10]=[CH:9][CH:8]=[CH:7]2)[CH3:3].[Cl:14][C:15]1[CH:16]=[C:17]2[C:22](=[CH:23][CH:24]=1)[O:21][C:20](=[O:25])[CH:19]=[C:18]2[NH:26][CH:27]1[CH2:32][CH2:31][NH:30][CH2:29][CH2:28]1.C([O-])([O-])=O.[K+].[K+].O>CN(C=O)C>[Cl:14][C:15]1[CH:16]=[C:17]2[C:22](=[CH:23][CH:24]=1)[O:21][C:20](=[O:25])[CH:19]=[C:18]2[NH:26][CH:27]1[CH2:32][CH2:31][N:30]([CH:2]([C:4]2[CH:5]=[C:6]3[C:11](=[CH:12][CH:13]=2)[N:10]=[CH:9][CH:8]=[CH:7]3)[CH3:3])[CH2:29][CH2:28]1 |f:2.3.4|. Reported procedure: To a solution of 6-(1-bromoethyl)-quinoline (0.44 g, 1.86 mmol) and 6-chloro-4-(piperidin-4-ylamino)-chromen-2-one (0.35 g, 1.24 mmol) in DMF (10 mL) was added K2CO3 (0.26 g, 1.86 mmol). The reaction mixture was allowed to stir at room temperature for 12 h, and was then treated with H2O (100 mL) to provide 0.52 g (96%) of a white precipitate after filtration. MS (ESI(+)Q1MS) m/z 435 (M+H)+; 1H NMR (300 MHz, DMSO) δ ppm 8.82-8.88 (m, 1H), 8.30-8.37 (m, 2H), 7.97-8.02 (m, 1H), 7.76-7.89 (m, 2H), 7... The reactants are CO, COC(=O)Cc1ccccc1[N+](=O)[O-]. Product: COC(=O)Cc1ccccc1N. RXN SMILES: [CH3:15][OH:16].[N+:1]([O-:2])(=[O:3])[c:4]1[c:5]([CH2:10][C:11](=[O:12])[O:13][CH3:14])[cH:6][cH:7][cH:8][cH:9]1>>[NH2:1][c:4]1[c:5]([CH2:10][C:11](=[O:12])[O:13][CH3:14])[cH:6][cH:7][cH:8][cH:9]1. Reactants: N#N, O=[Mn]=O, Cc1cccc(-c2ocnc2C(=O)Nc2cnn(Cc3cnc(C(C)O)o3)n2)c1. Product: CC(=O)c1ncc(Cn2ncc(NC(=O)c3ncoc3-c3cccc(C)c3)n2)o1. Reaction SMILES: [N:1]#[N:2].[O:32]=[Mn:33]=[O:34].[OH:3][CH:4]([CH3:5])[c:6]1[o:7][c:8]([CH2:11][n:12]2[n:13][cH:14][c:15]([NH:17][C:18](=[O:19])[c:20]3[n:21][cH:22][o:23][c:24]3-[c:25]3[cH:26][c:27]([CH3:31])[cH:28][cH:29][cH:30]3)[n:16]2)[cH:9][n:10]1>>[O:3]=[C:4]([CH3:5])[c:6]1[o:7][c:8]([CH2:11][n:12]2[n:13][cH:14][c:15]([NH:17][C:18](=[O:19])[c:20]3[n:21][cH:22][o:23][c:24]3-[c:25]3[cH:26][c:27]([CH3:31])[cH:28][cH:29][cH:30]3)[n:16]2)[cH:9][n:10]1. Reactants: CC1CC2CCC=C3C2=C1C(NC(=C3)Cl)=O (2-methyl-3-oxo-5-chloro-1,3,4,8,9,9a-hexahydro-2H-indeno[1,7-cd]azepine), CO (methanol), B(F)(F)F (BF3), Formula 16, solution. Run in C1CCOC1 (THF), O1CCCC1 (tetrahydrofuran), C1CCOC1 (THF). Reaction conditions: time 16 hour. Yields the product CC1CC2CCC=C3C2=C1CNC(=C3)Cl (2-methyl-5-chloro-1,3,4,8,9,9a-hexahydro-2H-indeno[1,7-cd]azepine). As a reaction SMILES: [CH3:1][CH:2]1[C:10]2[C:11](=O)[NH:12][C:13]([Cl:15])=[CH:14][C:8]3[C:9]=2[CH:4]([CH2:5][CH2:6][CH:7]=3)[CH2:3]1.B(F)(F)F.CO>C1COCC1>[CH3:1][CH:2]1[C:10]2[CH2:11][NH:12][C:13]([Cl:15])=[CH:14][C:8]3[C:9]=2[CH:4]([CH2:5][CH2:6][CH:7]=3)[CH2:3]1. Procedure details: A solution of 600 mg (2.5 mmol) of 2-methyl-3-oxo-5-chloro-1,3,4,8,9,9a-hexahydro-2H-indeno[1,7-cd]azepine, a compound of Formula 16 prepared, for example, as described in Preparation 16, dissolved in 25 ml of THF was combined with 8 ml of a 1M solution of BF3.THF in tetrahydrofuran. The reaction mixture was stored at ambient temperature for 16 hours. A few ml of methanol was added dropwise and the solvents were removed under vacuum. The residue was treated with 25 ml of 5% HCl and digested on a... Reactants: O=C(CBr)C12CC3CC(CC(C3)C1)C2, CN(C)C=O, O, c1c[nH]cn1. The product is O=C(Cc1ncc[nH]1)C12CC3CC(CC(C3)C1)C2. Reaction SMILES: [Br:1][CH2:2][C:3](=[O:4])[C:5]12[CH2:6][CH:7]3[CH2:8][CH:9]([CH2:10][CH:11]([CH2:12]1)[CH2:13]3)[CH2:14]2.[CH3:15][N:16]([CH3:17])[CH:18]=[O:19].[OH2:25].[nH:20]1[cH:21][n:22][cH:23][cH:24]1>>[CH2:2]([C:3](=[O:4])[C:5]12[CH2:6][CH:7]3[CH2:8][CH:9]([CH2:10][CH:11]([CH2:12]1)[CH2:13]3)[CH2:14]2)[c:21]1[nH:20][cH:24][cH:23][n:22]1.